describe an organic reaction: reactants, conditions, products, and yield From a dataset of the Open Reaction Database (ORD), a public repository of structured organic reaction records. Starting materials: BrC=1C=C2C=NN=C(C2=CC1)OC(C(F)(F)F)C (6-bromo-1-(1,1,1-trifluoropropan-2-yloxy)phthalazine), CC(C)([O-])C.[Na+] (sodium t-butoxide), C1(CCCCC1)P(C1=C(C=CC=C1)C1=CC=CC=C1)C1CCCCC1 (2-(dicyclohexylphosphino)biphenyl), FC1=C(N)C=CC(=C1)F (2,4-difluoroaniline). The reagents and catalysts are C=1C=CC(=CC1)/C=C/C(=O)/C=C/C2=CC=CC=C2.C=1C=CC(=CC1)/C=C/C(=O)/C=C/C2=CC=CC=C2.C=1C=CC(=CC1)/C=C/C(=O)/C=C/C2=CC=CC=C2.[Pd].[Pd] (tris(dibenzylideneacetone)dipalladium). Run in C1(=CC=CC=C1)C (toluene), CO (MeOH). Reaction conditions: temperature 140 celsius. The product is FC1=C(C=CC(=C1)F)NC=1C=C2C=NN=C(C2=CC1)OC(C(F)(F)F)C (N-(2,4-Difluorophenyl)-1-(1,1,1-trifluoropropan-2-yloxy)phthalazin-6-amine). Reaction SMILES: Br[C:2]1[CH:3]=[C:4]2[C:9](=[CH:10][CH:11]=1)[C:8]([O:12][CH:13]([CH3:18])[C:14]([F:17])([F:16])[F:15])=[N:7][N:6]=[CH:5]2.CC(C)([O-])C.[Na+].C1(P(C2CCCCC2)C2C=CC=CC=2C2C=CC=CC=2)CCCCC1.[F:50][C:51]1[CH:57]=[C:56]([F:58])[CH:55]=[CH:54][C:52]=1[NH2:53]>C1(C)C=CC=CC=1.CO.C1C=CC(/C=C/C(/C=C/C2C=CC=CC=2)=O)=CC=1.C1C=CC(/C=C/C(/C=C/C2C=CC=CC=2)=O)=CC=1.C1C=CC(/C=C/C(/C=C/C2C=CC=CC=2)=O)=CC=1.[Pd].[Pd]>[F:50][C:51]1[CH:57]=[C:56]([F:58])[CH:55]=[CH:54][C:52]=1[NH:53][C:2]1[CH:3]=[C:4]2[C:9](=[CH:10][CH:11]=1)[C:8]([O:12][CH:13]([CH3:18])[C:14]([F:17])([F:16])[F:15])=[N:7][N:6]=[CH:5]2 |f:1.2,7.8.9.10.11|. Reported procedure: A mixture of 6-bromo-1-(1,1,1-trifluoropropan-2-yloxy)phthalazine (0.130 g, 0.40 mmol), sodium t-butoxide (0.056 g, 0.58 mmol), tris(dibenzylideneacetone)dipalladium (0) (0.016 g, 0.017 mmol), 2-(dicyclohexylphosphino)biphenyl (0.022 g, 0.063 mmol) and 2,4-difluoroaniline (0.060 ml, 0.60 mmol) in 1.5 mL of toluene was heated at 140° C. for 15 min in the microwave (Initiator by Biotage). The mixture was diluted with MeOH, evaporated onto silica gel and purified by flash chromatography (ISCO 12 g,... The yield is 17.6%. The reactants are C(C)(C)(C)OC(C(CC(C)C)NC(C1=C(C=CC(=C1)F)SSC1=C(C=C(C=C1)F)C(NC(CC(C)C)C(=O)OC(C)(C)C)=O)=O)=O (2-[2-[2-(1-tert-Butoxycarbonyl-3-methylbutylcarbamoyl)-4-fluoro-phenyldisulfanyl]-5-fluorobenzoylamino]-4-methyl-pentanoic acid tert-butyl ester), FC(C(=O)O)(F)F (trifluoroacetic acid), C1(=CC=CC=C1)OC (anisole). Procedure details: This compound was prepared according to the procedure described in Example 50 using [S-(R R*)-2-[2-[2-(1-tert-butoxycarbonyl-3-methyl-butylcarbamoyl)-4-fluoro-phenyldisulfanyl]-5-fluorobenzoylamino]-4-methyl-pentanoic acid tert-butyl ester (2.1 g, 3.0 mmol) from Example 28, 25 mL dichloromethane, 25 mL trifluoroacetic acid, and 2.5 mL anisole. The crude product was recrystallized from methanol/water to afford 0.3 g of the title compound, mp 246°-247° C. Solvent: ClCCl (dichloromethane). Reaction SMILES: C([O:5][C:6](=[O:46])[CH:7]([NH:12][C:13](=[O:45])[C:14]1[CH:19]=[C:18]([F:20])[CH:17]=[CH:16][C:15]=1[S:21][S:22][C:23]1[CH:28]=[CH:27][C:26]([F:29])=[CH:25][C:24]=1[C:30](=[O:44])[NH:31][CH:32]([C:37]([O:39]C(C)(C)C)=[O:38])[CH2:33][CH:34]([CH3:36])[CH3:35])[CH2:8][CH:9]([CH3:11])[CH3:10])(C)(C)C.FC(F)(F)C(O)=O.C1(OC)C=CC=CC=1>ClCCl>[C:37]([CH:32]([NH:31][C:30]([C:24]1[CH:25]=[C:26]([F:29])[CH:27]=[CH:28][C:23]=1[S:22][S:21][C:15]1[CH:16]=[CH:17][C:18]([F:20])=[CH:19][C:14]=1[C:13]([NH:12][CH:7]([CH2:8][CH:9]([CH3:10])[CH3:11])[C:6]([OH:46])=[O:5])=[O:45])=[O:44])[CH2:33][CH:34]([CH3:36])[CH3:35])([OH:39])=[O:38]. The product is C(=O)(O)C(CC(C)C)NC(=O)C1=C(C=CC(=C1)F)SSC1=C(C(=O)NC(C(=O)O)CC(C)C)C=C(C=C1)F (2-{2-[2-(1-Carboxy-3-methyl-butylcarbamoyl)-4-fluoro-phenyldisulfanyl]-5-fluorobenzoylamino}-4-methyl-pentanoic acid). The product is CCOC(=O)COc1ccc(O)cc1[N+](=O)[O-]. Reactants: [Al+3], CCOC(=O)COc1ccc(OC)cc1[N+](=O)[O-], [Cl-], [Cl-], [Cl-], ClCCl. Reaction SMILES: [Al+3:20].[CH3:1][O:2][c:3]1[cH:4][c:5]([N+:16](=[O:17])[O-:18])[c:6]([O:7][CH2:8][C:9](=[O:10])[O:11][CH2:12][CH3:13])[cH:14][cH:15]1.[Cl-:19].[Cl-:21].[Cl-:22].[Cl:23][CH2:24][Cl:25]>>[OH:2][c:3]1[cH:4][c:5]([N+:16](=[O:17])[O-:18])[c:6]([O:7][CH2:8][C:9](=[O:10])[O:11][CH2:12][CH3:13])[cH:14][cH:15]1.